This data is from the Open Reaction Database (ORD), a public repository of structured organic reaction records. The task is: describe an organic reaction: reactants, conditions, products, and yield The reactants are CCOP(=O)(COS(=O)(=O)C(F)(F)F)OCC, [H-], Nc1nc2c(O)cccc2s1, [Na+], CN(C)C=O. Product: CCOP(=O)(COc1cccc2sc(N)nc12)OCC. As a reaction SMILES: [F:14][C:15]([S:16]([O:17][CH2:22][P:23](=[O:24])([O:25][CH2:26][CH3:27])[O:28][CH2:29][CH3:30])(=[O:18])=[O:19])([F:20])[F:21].[H-:13].[NH2:1][c:2]1[s:3][c:4]2[c:5]([n:6]1)[c:7]([OH:11])[cH:8][cH:9][cH:10]2.[Na+:12].[O:31]=[CH:32][N:33]([CH3:34])[CH3:35]>>[NH2:1][c:2]1[s:3][c:4]2[c:5]([n:6]1)[c:7]([O:11][CH2:22][P:23](=[O:24])([O:25][CH2:26][CH3:27])[O:28][CH2:29][CH3:30])[cH:8][cH:9][cH:10]2.